Dataset: the Open Reaction Database (ORD), a public repository of structured organic reaction records. Task: describe an organic reaction: reactants, conditions, products, and yield Starting materials: C(C)(C)(C)OC(=O)C1NC(C(C1C1=CC(=CC=C1)Cl)(C#N)C1=CC=C(C=C1)Cl)C1=CC(=CC=C1)Cl (rac-(2R,3R,4R,5S)-3,5-bis-(3-chloro-phenyl)-4-(4-chloro-phenyl)-4-cyano-pyrrolidine-2-carboxylic acid tert-butyl ester), FC(C(=O)O)(F)F (trifluoroacetic acid). The solvent is ClCCl (dichloromethane). The product is FC(C(=O)O)(F)F.ClC=1C=C(C=CC1)C1C(NC(C1(C#N)C1=CC=C(C=C1)Cl)C1=CC(=CC=C1)Cl)C(=O)O (rac-(2R,3R,4R,5S)-3,5-bis-(3-chloro-phenyl)-4-(4-chloro-phenyl)-4-cyano-pyrrolidine-2-carboxylic acid trifluoroacetic acid), solid. Isolated yield 98.0%. RXN SMILES: C([O:5][C:6]([CH:8]1[CH:12]([C:13]2[CH:18]=[CH:17][CH:16]=[C:15]([Cl:19])[CH:14]=2)[C:11]([C:22]2[CH:27]=[CH:26][C:25]([Cl:28])=[CH:24][CH:23]=2)([C:20]#[N:21])[CH:10]([C:29]2[CH:34]=[CH:33][CH:32]=[C:31]([Cl:35])[CH:30]=2)[NH:9]1)=[O:7])(C)(C)C.[F:36][C:37]([F:42])([F:41])[C:38]([OH:40])=[O:39]>ClCCl>[F:36][C:37]([F:42])([F:41])[C:38]([OH:40])=[O:39].[Cl:19][C:15]1[CH:14]=[C:13]([CH:12]2[C:11]([C:22]3[CH:23]=[CH:24][C:25]([Cl:28])=[CH:26][CH:27]=3)([C:20]#[N:21])[CH:10]([C:29]3[CH:34]=[CH:33][CH:32]=[C:31]([Cl:35])[CH:30]=3)[NH:9][CH:8]2[C:6]([OH:7])=[O:5])[CH:18]=[CH:17][CH:16]=1 |f:3.4|. Reported procedure: In a manner similar to the method described in Example 25a, rac-(2R,3R,4R,5S)-3,5-bis-(3-chloro-phenyl)-4-(4-chloro-phenyl)-4-cyano-pyrrolidine-2-carboxylic acid tert-butyl ester prepared in Example 42a (0.45 g, 0.85 mmol) was reacted with trifluoroacetic acid in dichloromethane at room temperature to give rac-(2R,3R,4R,5S)-3,5-bis-(3-chloro-phenyl)-4-(4-chloro-phenyl)-4-cyano-pyrrolidine-2-carboxylic acid trifluoroacetic acid as a off white solid (0.49 g, 98%). The reactants are O=CCCNC(=O)C=1NC2=CC=C(C=C2C1I)F (5-fluoro-3-iodo-1H-indole-2-carboxylic acid (3-oxo-propyl)-amide), C(=O)(OCC)C=P(C1=CC=CC=C1)(C1=CC=CC=C1)C1=CC=CC=C1 ((carbethoxymethylene) triphenylphosphorane). The solvent is C1CCOC1 (THF). Reaction conditions: time 8 hour. The product is C(C)OC(C=CCCNC(=O)C=1NC2=CC=C(C=C2C1I)F)=O (5-[(5-fluoro-3-iodo-1H-indole-2-carbonyl)-amino]-pent-2-enoic acid ethyl ester). Reaction SMILES: O=[CH:2][CH2:3][CH2:4][NH:5][C:6]([C:8]1[NH:9][C:10]2[C:15]([C:16]=1[I:17])=[CH:14][C:13]([F:18])=[CH:12][CH:11]=2)=[O:7].[C:19]([CH:24]=P(C1C=CC=CC=1)(C1C=CC=CC=1)C1C=CC=CC=1)([O:21][CH2:22][CH3:23])=[O:20]>C1COCC1>[CH2:22]([O:21][C:19](=[O:20])[CH:24]=[CH:2][CH2:3][CH2:4][NH:5][C:6]([C:8]1[NH:9][C:10]2[C:15]([C:16]=1[I:17])=[CH:14][C:13]([F:18])=[CH:12][CH:11]=2)=[O:7])[CH3:23]. Reported procedure: To a solution of 5-fluoro-3-iodo-1H-indole-2-carboxylic acid (3-oxo-propyl)-amide, prepared as in reference 13, (5.86 g, 16.3 mmol) in THF (200 mL) is added (carbethoxymethylene) triphenylphosphorane (18 g, 51.7 mmol) at 0° C. The reaction is stirred at room temperature overnight. It is washed with saturated NH4Cl (200 mL) and extracted with Et2O (200 mL×2). The combined organic layers are washed with brine and dried. It is concentrated and purified by silica gel column chromatography and eluted... Reactants: C(=CCCCCCCCC)C(=O)O (1-decenylcarboxylic acid), C(C)OC(CC(CC)I)=O (ethyl-3 iodovalerate), C(C)OC(CCCI)=O (ethyl-4-iodobutyrate), Cl.O(CC)N (ethoxylamine hydrochloride), Cl.O(C)N (methoxylamine hydrochloride), C1(CCCCC1)NC1CCCCC1 (dicyclohexylamine). The product is C(=CCCCC)C(=O)CCONC(CC(=O)O)CC (3-[[(1-Hexenyl)carbonyl]ethoxyamino]pentanoic acid). Reaction SMILES: [CH:1]([C:11]([OH:13])=O)=[CH:2][CH2:3][CH2:4][CH2:5][CH2:6]CCCC.Cl.[O:15]([NH2:18])[CH2:16][CH3:17].Cl.O(N)C.C([O:25][C:26](=[O:32])[CH2:27][CH:28](I)[CH2:29][CH3:30])C.C(OC(=O)CCCI)C.C1(NC2CCCCC2)CCCCC1>>[CH:1]([C:11]([CH2:17][CH2:16][O:15][NH:18][CH:28]([CH2:29][CH3:30])[CH2:27][C:26]([OH:32])=[O:25])=[O:13])=[CH:2][CH2:3][CH2:4][CH2:5][CH3:6] |f:1.2,3.4|. Procedure details: Following the procedure of Example 12 except substituting 1-hexenylcarboxylic acid for 1-decenylcarboxylic acid, ethoxylamine hydrochloride for methoxylamine hydrochloride and ethyl-3 iodovalerate for ethyl-4-iodobutyrate, and eliminating the addition of dicyclohexylamine, the title compound is obtained. Reactants: C1(=CC=CC=C1)O (phenol), ClC1=C(C=C(C=C1)Cl)SC1CCN(CC1)S(=O)(=O)C1=CC=C(C=C1)C (4-[(2,5-dichlorophenyl)thio]-1-[(4-methylphenyl)sulfonyl]piperidine), [OH-].[Na+] (sodium hydroxide). The solvent is Br (hydrobromic acid), ice water. Product: Cl.ClC1=C(C=C(C=C1)Cl)SC1CCNCC1 (4-[(2,5-Dichlorophenyl)thio]piperidine monohydrochloride). Reaction SMILES: C1(O)C=CC=CC=1.[Cl:8][C:9]1[CH:14]=[CH:13][C:12]([Cl:15])=[CH:11][C:10]=1[S:16][CH:17]1[CH2:22][CH2:21][N:20](S(C2C=CC(C)=CC=2)(=O)=O)[CH2:19][CH2:18]1.[OH-].[Na+]>Br>[ClH:8].[Cl:8][C:9]1[CH:14]=[CH:13][C:12]([Cl:15])=[CH:11][C:10]=1[S:16][CH:17]1[CH2:22][CH2:21][NH:20][CH2:19][CH2:18]1 |f:2.3,5.6|. Procedure details: A mixture of 200 g (2.13 mole) of phenol, 200 ml of 48% hydrobromic acid and 21.86 g (0.053 mole) of 4-[(2,5-dichlorophenyl)thio]-1-[(4-methylphenyl)sulfonyl]piperidine were heated at reflux for 1.5 hr. The reaction mixture was diluted to 2 liters volume with ice water and made alkaline with 50% sodium hydroxide. The aqueous layer was extracted with diethyl ether. The ether phase was extracted with 1N sulfuric acid. The resulting aqueous acidic phase was extracted with methylene chloride. The me... The reactants are CCOC(=O)c1ccccc1, [Li]CCCC, Cc1ccccn1, CC(=O)O, CCCCCC, C1CCOC1. Product: O=C(Cc1ccccn1)c1ccccc1. RXN SMILES: [C:19]([c:20]1[cH:21][cH:22][cH:23][cH:24][cH:25]1)(=[O:26])[O:27][CH2:28][CH3:29].[CH2:14]([Li:15])[CH2:16][CH2:17][CH3:18].[CH3:1][c:2]1[cH:3][cH:4][cH:5][cH:6][n:7]1.[CH3:35][C:36](=[O:37])[OH:38].[CH3:8][CH2:9][CH2:10][CH2:11][CH2:12][CH3:13].[O:30]1[CH2:31][CH2:32][CH2:33][CH2:34]1>>[CH2:1]([c:2]1[cH:3][cH:4][cH:5][cH:6][n:7]1)[C:19]([c:20]1[cH:21][cH:22][cH:23][cH:24][cH:25]1)=[O:26].